Dataset: the Open Reaction Database (ORD), a public repository of structured organic reaction records. Task: describe an organic reaction: reactants, conditions, products, and yield Reactants: C1(=CC=CC=C1)C(C)(C)O (2-phenyl-2-propanol), BrCC(=O)Cl (bromacetylchloride). Yields the product BrCC(=O)OC(C)(C)C1=CC=CC=C1 (2-Phenyl-2-propyl bromoacetate). Reaction SMILES: [C:1]1([C:7]([OH:10])([CH3:9])[CH3:8])[CH:6]=[CH:5][CH:4]=[CH:3][CH:2]=1.[Br:11][CH2:12][C:13](Cl)=[O:14]>>[Br:11][CH2:12][C:13]([O:10][C:7]([C:1]1[CH:6]=[CH:5][CH:4]=[CH:3][CH:2]=1)([CH3:9])[CH3:8])=[O:14]. Procedure details: The sub-title compound was prepared analogously to the procedure described in Example 30(i) from 2-phenyl-2-propanol (3 g; 22 mmol) and bromacetylchloride (4.16 g, 26 mmol). Yield 1.2 g (44%). Starting materials: COC=1C=C(C2=C(N=C(S2)C2=CC=C(C=C2)OC)C1)C#N (5-Methoxy-2-(4-methoxy-phenyl)-benzothiazole-7-carbonitrile), Cl (hydrochloric acid). Yields the product COC=1C=C(C2=C(N=C(S2)C2=CC=C(C=C2)O)C1)C#N (5-Methoxy-2-(4-hydroxy-phenyl)-benzothiazole-7-carbonitrile). Isolated yield 18.4%. As a reaction SMILES: [CH3:1][O:2][C:3]1[CH:4]=[C:5]([C:20]#[N:21])[C:6]2[S:10][C:9]([C:11]3[CH:16]=[CH:15][C:14]([O:17]C)=[CH:13][CH:12]=3)=[N:8][C:7]=2[CH:19]=1.Cl>B(Br)(Br)Br>[CH3:1][O:2][C:3]1[CH:4]=[C:5]([C:20]#[N:21])[C:6]2[S:10][C:9]([C:11]3[CH:12]=[CH:13][C:14]([OH:17])=[CH:15][CH:16]=3)=[N:8][C:7]=2[CH:19]=1. The solvent is B(Br)(Br)Br (boron tribromide). Procedure details: 5-Methoxy-2-(4-methoxy-phenyl)-benzothiazole-7-carbonitrile (0.04 g, 0.135 mmol) was suspended in boron tribromide (1M in methylene chloride, 5.0 mL) and stirred at room temp under nitrogen for 48 hr. Reaction was poured into aqueous hydrochloric acid (1M) and extracted with ethyl acetate. Ethyl acetate extracts were washed with: 1) hydrochloric acid (1.0M), 2) saturated NaHCO3, 3) saturated brine and concentrated in vacuo. This material was further purified by chromatography on silica yielding ... Reaction conditions: time 48 hour. Reactants: [H-].[Al+3].[Li+].[H-].[H-].[H-] (lithium aluminium hydride), Cl (hydrochloric acid), ClC1=C([C@H](C[N+](=O)[O-])C2C(CCCC2)=O)C=CC=C1 (rac-(2S*)-2-[(R*)-2-chloro-α-(nitromethyl)benzyl]cyclohexanone), C(C)O (ethanol), Cl (hydrochloride). Solvent: O1CCCC1 (tetrahydrofuran), O1CCCC1 (tetrahydrofuran), O1CCCC1.O (tetrahydrofuran water). Run at time 15 hour. Product: Cl.NC[C@@H](C1=C(C=CC=C1)Cl)[C@@H]1[C@@H](CCCC1)O (rac-(1S*)-cis-2-[(R*)-α-(aminomethyl)-2-chlorobenzyl]cyclohexanol hydrochloride). As a reaction SMILES: [Cl:1][C:2]1[CH:19]=[CH:18][CH:17]=[CH:16][C:3]=1[C@@H:4]([CH:9]1[CH2:14][CH2:13][CH2:12][CH2:11][C:10]1=[O:15])[CH2:5][N+:6]([O-])=O.[H-].[Al+3].[Li+].[H-].[H-].[H-].C(O)C.Cl>O1CCCC1.O1CCCC1.O>[ClH:1].[NH2:6][CH2:5][C@H:4]([C@H:9]1[CH2:14][CH2:13][CH2:12][CH2:11][C@H:10]1[OH:15])[C:3]1[CH:16]=[CH:17][CH:18]=[CH:19][C:2]=1[Cl:1] |f:1.2.3.4.5.6,10.11,12.13|. Procedure details: A solution of 56.3 g (0.2 mol) of rac-(2S*)-2-[(R*)-2-chloro-α-(nitromethyl)benzyl]cyclohexanone in 500 ml of dry tetrahydrofuran is added dropwise while stirring to a suspension of 18.9 g (0.5 mol) of lithium aluminium hydride in 500 ml of dry tetrahydrofuran under argon so that the temperature does not exceed 50°. The reaction mixture is then stirred at 50° for a further 15 hours. After cooling the mixture is treated first with 50 ml of ethanol and subsequently with tetrahydrofuran/water (1:1)... Reported procedure: To a solution of ethyl 7-hydroxy-3-methyl-1H-indazole-5-carboxylate (Anti-Cancer Drug Design 1997, 12, 555) in DMF (25 mL) at 0° C. was added 60% oil dispersion of NaH (152 mg, 3.81 mmol). The mixture was stirred for 1 hour before the dropwise addition of a solution of iodomethane (0.54 g, 0.24 mL, 3.8 mmol) in DMF (3 mL). The mixture was kept at 0° C. for several hours before allowing the mixture to warm to room temperature and stirred overnight. The reaction was diluted with EtOAc, saturated a... Run in CN(C)C=O (DMF), CN(C)C=O (DMF), CCOC(=O)C (EtOAc), C(=O)(O)[O-].[Na+] (NaHCO3), O (water), [Na+].[Cl-] (NaCl). Starting materials: IC (iodomethane), OC=1C=C(C=C2C(=NNC12)C)C(=O)OCC (ethyl 7-hydroxy-3-methyl-1H-indazole-5-carboxylate), oil, [H-].[Na+] (NaH). Product: COC=1C=C(C=C2C(=NNC12)C)C(=O)OCC (ethyl 7-methoxy-3-methyl-1H-indazole-5-carboxylate). Isolated yield 33.0%. Run at time 8 hour. RXN SMILES: [OH:1][C:2]1[CH:3]=[C:4]([C:12]([O:14][CH2:15][CH3:16])=[O:13])[CH:5]=[C:6]2[C:10]=1[NH:9][N:8]=[C:7]2[CH3:11].[H-].[Na+].I[CH3:20]>CN(C=O)C.CCOC(C)=O.C([O-])(O)=O.[Na+].O.[Na+].[Cl-]>[CH3:20][O:1][C:2]1[CH:3]=[C:4]([C:12]([O:14][CH2:15][CH3:16])=[O:13])[CH:5]=[C:6]2[C:10]=1[NH:9][N:8]=[C:7]2[CH3:11] |f:1.2,6.7,9.10|. Starting materials: O=C1NC(=O)c2ccccc21, CCOC(=O)CCCCc1c(CO)nn2c(CC)ccc2c1-c1cncc(C)c1, C1CCOC1, c1ccc(P(c2ccccc2)c2ccccc2)cc1. Yields the product CCOC(=O)CCCCc1c(CN2C(=O)c3ccccc3C2=O)nn2c(CC)ccc2c1-c1cncc(C)c1. As a reaction SMILES: [C:30]1(=[O:40])[NH:31][C:32](=[O:39])[c:33]2[cH:34][cH:35][cH:36][cH:37][c:38]21.[CH2:1]([CH3:2])[c:3]1[cH:4][cH:5][c:6]2[n:7]1[n:8][c:9]([CH2:28][OH:29])[c:10]([CH2:19][CH2:20][CH2:21][CH2:22][C:23](=[O:24])[O:25][CH2:26][CH3:27])[c:11]2-[c:12]1[cH:13][n:14][cH:15][c:16]([CH3:18])[cH:17]1.[O:60]1[CH2:61][CH2:62][CH2:63][CH2:64]1.[c:41]1([P:42]([c:43]2[cH:44][cH:45][cH:46][cH:47][cH:48]2)[c:49]2[cH:50][cH:51][cH:52][cH:53][cH:54]2)[cH:55][cH:56][cH:57][cH:58][cH:59]1>>[CH2:1]([CH3:2])[c:3]1[cH:4][cH:5][c:6]2[n:7]1[n:8][c:9]([CH2:28][N:31]1[C:30](=[O:40])[c:38]3[c:33]([cH:34][cH:35][cH:36][cH:37]3)[C:32]1=[O:39])[c:10]([CH2:19][CH2:20][CH2:21][CH2:22][C:23](=[O:24])[O:25][CH2:26][CH3:27])[c:11]2-[c:12]1[cH:13][n:14][cH:15][c:16]([CH3:18])[cH:17]1. Starting materials: ice, FC(OC=1C=C(C=CC1)O)(F)F (3-(Trifluoromethoxy)phenol), S(O)(O)(=O)=O (sulfuric acid), OCNC(CCl)=O (N-hydroxymethyl-2-chloroacetamide), [OH-].[K+] (KOH). Run in C(C)(=O)O (acetic acid). Conditions: time 8 hour. Yields the product ClCC(=O)NCC1=C(C=C(C=C1)OC(F)(F)F)O (2-Chloro-N-(2-hydroxy-4-trifluoromethoxy-benzyl)-acetamide). Isolated yield 33.8%. RXN SMILES: [F:1][C:2]([F:12])([F:11])[O:3][C:4]1[CH:5]=[C:6]([OH:10])[CH:7]=[CH:8][CH:9]=1.S(=O)(=O)(O)O.O[CH2:19][NH:20][C:21](=[O:24])[CH2:22][Cl:23].[OH-].[K+]>C(O)(=O)C>[Cl:23][CH2:22][C:21]([NH:20][CH2:19][C:7]1[CH:8]=[CH:9][C:4]([O:3][C:2]([F:11])([F:12])[F:1])=[CH:5][C:6]=1[OH:10])=[O:24] |f:3.4|. Reported procedure: 3-(Trifluoromethoxy)phenol (4.827 g, 27 mmol) was dissolved in glacial acetic acid (20 mL). The mixture was cooled in an ice bath between 14–17° C. and concentrated sulfuric acid (2 mL) was slowly added keeping the temperature below 20° C. The mixture was cooled below 10° C. and N-hydroxymethyl-2-chloroacetamide (3.52 g, 28.5 mmol) was added. The mixture was warmed slowly to room temperature and stirred overnight. The mixture was then poured slowly into ice (200 mL) and the pH was adjusted to ˜4... Reaction SMILES: C([O:4][C@H:5]1[CH2:22][CH2:21][C@@:20]2([CH3:23])[C:7](=[CH:8][CH2:9][C@@H:10]3[C@@H:19]2[C@@H:18]([O:24]C(=O)C)[CH2:17][C@@:15]2([CH3:16])[C@H:11]3[CH2:12][CH2:13][C:14]32[O:31][CH2:30][CH2:29][O:28]3)[CH2:6]1)(=O)C.[H-].[Al+3].[Li+].[H-].[H-].[H-]>O1CCCC1>[CH2:30]1[CH2:29][O:28][C:14]2([CH2:13][CH2:12][C@H:11]3[C@H:10]4[C@H:19]([C@@H:18]([OH:24])[CH2:17][C@:15]23[CH3:16])[C@:20]2([CH3:23])[C:7]([CH2:6][C@@H:5]([OH:4])[CH2:22][CH2:21]2)=[CH:8][CH2:9]4)[O:31]1 |f:1.2.3.4.5.6|. Procedure details: At an internal temperature of 5°-10°, a solution of 4.7 g of 3β,11β-diacetoxy-17,17-ethylenedioxyandrost-5-ene in 140 ml of tetrahydrofuran is added dropwise to a stirred suspension of 2.35 g of lithium aluminium hydride in 95 ml of tetrahydrofuran and then rinsed out with 9 ml of tetrahydrofuran, and the mixture is boiled under reflux for 12 hours. The reaction mixture is decomposed at an internal temperature of a maximum of 5° by the careful dropwise addition of a mixture of 9 ml of tetrahydro... Run in O1CCCC1 (tetrahydrofuran), O1CCCC1 (tetrahydrofuran). Yields the product C1OC2([C@]3(C)[C@@H](CC2)[C@@H]2CC=C4C[C@H](CC[C@]4(C)[C@H]2[C@H](C3)O)O)OC1 (17,17-ethylenedioxyandrost-5-ene-3β,11β-diol). Reactants: C(C)(=O)O[C@@H]1CC2=CC[C@H]3[C@@H]4CCC5([C@@]4(C)C[C@@H]([C@@H]3[C@]2(CC1)C)OC(C)=O)OCCO5 (3β,11β-diacetoxy-17,17-ethylenedioxyandrost-5-ene), [H-].[Al+3].[Li+].[H-].[H-].[H-] (lithium aluminium hydride). Reaction SMILES: [F:1][C:2]1[C:7]2[N:8]=[CH:9][O:10][C:6]=2[CH:5]=[C:4]([C:11]([OH:13])=[O:12])[C:3]=1[NH:14][C:15]1[CH:20]=[CH:19][CH:18]=[CH:17][C:16]=1[F:21].C1C(=O)N([I:29])C(=O)C1>>[F:1][C:2]1[C:7]2[N:8]=[CH:9][O:10][C:6]=2[CH:5]=[C:4]([C:11]([OH:13])=[O:12])[C:3]=1[NH:14][C:15]1[CH:20]=[CH:19][C:18]([I:29])=[CH:17][C:16]=1[F:21]. The product is FC1=C(C(=CC2=C1N=CO2)C(=O)O)NC2=C(C=C(C=C2)I)F (4-Fluoro-5-((2-fluoro-4-iodophenyl)amino)benzo[d]oxazole-6-carboxylic acid). Starting materials: FC1=C(C(=CC2=C1N=CO2)C(=O)O)NC2=C(C=CC=C2)F (4-Fluoro-5-((2-fluorophenyl)amino)benzo[d]oxazole-6-carboxylic acid), C1CC(=O)N(C1=O)I (NIS). Reported procedure: 4-Fluoro-5-((2-fluorophenyl)amino)benzo[d]oxazole-6-carboxylic acid can be reacted with halogenations reagent (such as NIS) under acidic condition in appropriate solvent. The reaction generally is carried out at ambient temperature and normally completes within several hours (1-12 h, prefer 3-10 h). 4-Fluoro-5-((2-fluoro-4-iodophenyl)amino)benzo[d]oxazole-6-carboxylic acid is obtained after conventional workup. Reactants: ClCCl, CNC(=O)c1ccc(NCc2ccc(OC)cc2)cc1F, O=C(O)C(F)(F)F. Yields the product CNC(=O)c1ccc(N)cc1F. As a reaction SMILES: [Cl:29][CH2:30][Cl:31].[F:1][c:2]1[c:3]([C:4](=[O:5])[NH:6][CH3:7])[cH:8][cH:9][c:10]([NH:12][CH2:13][c:14]2[cH:15][cH:16][c:17]([O:18][CH3:19])[cH:20][cH:21]2)[cH:11]1.[OH:22][C:23]([C:24]([F:25])([F:26])[F:27])=[O:28]>>[F:1][c:2]1[c:3]([C:4](=[O:5])[NH:6][CH3:7])[cH:8][cH:9][c:10]([NH2:12])[cH:11]1.